From a dataset of the Open Reaction Database (ORD), a public repository of structured organic reaction records. describe an organic reaction: reactants, conditions, products, and yield RXN SMILES: [F:1][C:2]1[CH:3]=[CH:4][C:5]2[C:15](=[O:16])[C:14]([C:17]([O:19]CC)=[O:18])=[CH:13][N:7]3[C@@H:8]([CH3:12])[CH2:9][O:10][C:11]=1[C:6]=23.C(O)(=O)C.Cl.O>C(O)C>[F:1][C:2]1[CH:3]=[CH:4][C:5]2[C:15](=[O:16])[C:14]([C:17]([OH:19])=[O:18])=[CH:13][N:7]3[C@@H:8]([CH3:12])[CH2:9][O:10][C:11]=1[C:6]=23. The reactants are FC=1C=CC2=C3N([C@H](COC31)C)C=C(C2=O)C(=O)OCC (ethyl 10-fluoro-2,3-dihydro-3-(S)-methyl-7-oxo-7H-pyrido[1,2,3-de][1,4]benzoxazine-6-carboxylate), C(C)(=O)O (acetic acid), Cl (hydrochloric acid), O (water). Product: FC=1C=CC2=C3N([C@H](COC31)C)C=C(C2=O)C(=O)O (10-fluoro-2,3-dihydro-3-(S)-methyl-7-oxo-7H-pyrido[1,2,3-de][1,4]benzoxazine-6-carboxylic acid). Run in C(C)O (ethanol). Procedure: A mixture of ethyl 10-fluoro-2,3-dihydro-3-(S)-methyl-7-oxo-7H-pyrido[1,2,3-de][1,4]benzoxazine-6-carboxylate (5.60 g, 19.2 mmol), acetic acid (25 ml) and concentrated hydrochloric acid (25 ml) was heated under reflux for 4 hours. After cooling the reaction solution with ice, water (100 ml) was added thereto, and the precipitated crystals were filtered out and then washed with excess water, a small amount of cold ethanol and excess diethyl ether in that order. The crude crystals obtained were th... The yield is 81.1%. Reactants: O=C([O-])[O-], COCOc1ccc(B2OC(C)(C)C(C)(C)O2)c2c1Sc1ccccc1S2, O=c1cc(Cl)oc(N2CCOCC2)c1, [K+], [K+], C1COCCO1. The product is COCOc1ccc(-c2cc(=O)cc(N3CCOCC3)o2)c2c1Sc1ccccc1S2. RXN SMILES: [C:42](=[O:43])([O-:44])[O-:45].[CH3:1][O:2][CH2:3][O:4][c:5]1[cH:6][cH:7][c:8]([B:19]2[O:20][C:21]([CH3:22])([CH3:23])[C:24]([CH3:25])([CH3:26])[O:27]2)[c:9]2[c:18]1[S:17][c:16]1[c:11]([cH:12][cH:13][cH:14][cH:15]1)[S:10]2.[Cl:28][c:29]1[o:30][c:31]([N:36]2[CH2:37][CH2:38][O:39][CH2:40][CH2:41]2)[cH:32][c:33](=[O:35])[cH:34]1.[K+:46].[K+:47].[O:48]1[CH2:49][CH2:50][O:51][CH2:52][CH2:53]1>>[CH3:1][O:2][CH2:3][O:4][c:5]1[cH:6][cH:7][c:8](-[c:29]2[o:30][c:31]([N:36]3[CH2:37][CH2:38][O:39][CH2:40][CH2:41]3)[cH:32][c:33](=[O:35])[cH:34]2)[c:9]2[c:18]1[S:17][c:16]1[c:11]([cH:12][cH:13][cH:14][cH:15]1)[S:10]2. Starting materials: O=C([O-])[O-], CN(C)C=O, Oc1c(Cl)cc(S)cc1Cl, Cl, O=S(=O)(OCC(F)(F)F)c1ccccc1, [K+], [K+], O. The product is Oc1c(Cl)cc(SCC(F)(F)F)cc1Cl. Reaction SMILES: [C:1](=[O:2])([O-:3])[O-:4].[CH3:33][N:34]([CH3:35])[CH:36]=[O:37].[Cl:7][c:8]1[cH:9][c:10]([SH:16])[cH:11][c:12]([Cl:15])[c:13]1[OH:14].[ClH:32].[F:17][C:18]([CH2:19][O:20][S:21]([c:22]1[cH:23][cH:24][cH:25][cH:26][cH:27]1)(=[O:28])=[O:29])([F:30])[F:31].[K+:5].[K+:6].[OH2:38]>>[Cl:7][c:8]1[cH:9][c:10]([S:16][CH2:19][C:18]([F:17])([F:30])[F:31])[cH:11][c:12]([Cl:15])[c:13]1[OH:14]. Starting materials: C1(CCCCC1)N1N=NN=C1CCCOC=1C=C2CCC(NC2=CC1)=O (6-[3-(1-cyclohexyltetrazol-5-yl)propoxy]-3,4-dihydrocarbostyril), C(#N)C1=C(C(=O)C(=C(C1=O)Cl)Cl)C#N (DDQ), O1CCOCC1 (dioxane). Run in C(Cl)(Cl)Cl (chloroform). Yields the product C1(CCCCC1)N1N=NN=C1CCCOC=1C=C2C=CC(NC2=CC1)=O (6-[3-(1-cyclohexyltetrazol-5-yl)propoxy]carbostyril). RXN SMILES: [CH:1]1([N:7]2[C:11]([CH2:12][CH2:13][CH2:14][O:15][C:16]3[CH:17]=[C:18]4[C:23](=[CH:24][CH:25]=3)[NH:22][C:21](=[O:26])[CH2:20][CH2:19]4)=[N:10][N:9]=[N:8]2)[CH2:6][CH2:5][CH2:4][CH2:3][CH2:2]1.C(C1C(=O)C(Cl)=C(Cl)C(=O)C=1C#N)#N.O1CCOCC1>C(Cl)(Cl)Cl>[CH:1]1([N:7]2[C:11]([CH2:12][CH2:13][CH2:14][O:15][C:16]3[CH:17]=[C:18]4[C:23](=[CH:24][CH:25]=3)[NH:22][C:21](=[O:26])[CH:20]=[CH:19]4)=[N:10][N:9]=[N:8]2)[CH2:6][CH2:5][CH2:4][CH2:3][CH2:2]1. Procedure details: 3.2 Grams of 6-[3-(1-cyclohexyltetrazol-5-yl)propoxy]-3,4-dihydrocarbostyril and 3.4 g of 90% DDQ are added to 100 ml of dioxane and this mixture is refluxed for9.5 hours and then cooled. After the reaction is completed, the solvent is distilled off and the residue obtained is dissolved in chloroform and the organic layer is washed with aqueous saturated NaHCO3 solution, and with water then dried with Na2SO4 and treated with an activatedcharcoal. After the solvent is removed by distillation, the... The reagents and catalysts are O.O.O.O.O.S(=O)(=O)([O-])[O-].[Cu+2] (copper sulfate pentahydrate). As a reaction SMILES: [CH3:1][C:2]1[CH:7]=[CH:6][C:5]([NH:8][C:9]2[CH:14]=[CH:13][C:12]([CH3:15])=[C:11]([CH3:16])[CH:10]=2)=[CH:4][C:3]=1[CH3:17].I[C:19]1[CH:24]=[CH:23][C:22]([C:25]2[CH:30]=[CH:29][CH:28]=[CH:27][CH:26]=2)=[CH:21][CH:20]=1.C(=O)([O-])[O-].[K+].[K+]>O.O.O.O.O.S([O-])([O-])(=O)=O.[Cu+2].CCCCCCCCCCCCC>[CH3:16][C:11]1[CH:10]=[C:9]([N:8]([C:5]2[CH:6]=[CH:7][C:2]([CH3:1])=[C:3]([CH3:17])[CH:4]=2)[C:28]2[CH:29]=[CH:30][C:25]([C:22]3[CH:23]=[CH:24][CH:19]=[CH:20][CH:21]=3)=[CH:26][CH:27]=2)[CH:14]=[CH:13][C:12]=1[CH3:15] |f:2.3.4,5.6.7.8.9.10.11|. The reactants are CC1=C(C=C(C=C1)NC2=CC(=C(C=C2)C)C)C (3,3',4,4'-tetramethyldiphenylamine), IC1=CC=C(C=C1)C1=CC=CC=C1 (4-iodobiphenyl), C([O-])([O-])=O.[K+].[K+] (potassium carbonate). Yields the product CC=1C=C(C=CC1C)N(C1=CC=C(C=C1)C1=CC=CC=C1)C1=CC(=C(C=C1)C)C (N,N-bis(3,4-dimethylphenyl)biphenyl-4-amine). Procedure details: In a 500-ml three-neck flask were placed 31 g of 3,3',4,4'-tetramethyldiphenylamine synthesized in Example 3 (1), 40 g of 4-iodobiphenyl, 19 g of anhydrous potassium carbonate, 2 g of copper sulfate pentahydrate and 20 ml of n-tridecane, and after carrying out the reaction for 28 hours at 200° C. under a nitrogen gas stream, the reaction mixture was cooled to room temperature. The reaction mixture was subjected to a column purification (solvent: n-hexane/toluene =10/1) with activated alumina and... Isolated yield 71.2%. The solvent is CCCCCCCCCCCCC (n-tridecane).